describe an organic reaction: reactants, conditions, products, and yield From a dataset of the Open Reaction Database (ORD), a public repository of structured organic reaction records. Reactants: FC1=C(C#N)C=CC(=C1)O (2-fluoro-4-hydroxybenzonitrile), COC([C@H](CO)C)=O ((S)-3-hydroxy-2-methyl-propionic acid methyl ester), C1(=CC=CC=C1)P(C1=CC=CC=C1)C1=CC=CC=C1 (triphenylphosphine), N(=NC(=O)OCC)C(=O)OCC (diethyl azodicarboxylate). Product: COC([C@H](COC1=CC(=C(C=C1)C#N)F)C)=O ((S)-3-(4-Cyano-3-fluoro-phenoxy)-2-methyl-propionic acid methyl ester). Conditions: time 8 hour. Yield: 8.1%. Reaction SMILES: [F:1][C:2]1[CH:9]=[C:8]([OH:10])[CH:7]=[CH:6][C:3]=1[C:4]#[N:5].[CH3:11][O:12][C:13](=[O:18])[C@@H:14]([CH3:17])[CH2:15]O.C1(P(C2C=CC=CC=2)C2C=CC=CC=2)C=CC=CC=1.N(C(OCC)=O)=NC(OCC)=O>C(OCC)(=O)C>[CH3:11][O:12][C:13](=[O:18])[C@@H:14]([CH3:17])[CH2:15][O:10][C:8]1[CH:7]=[CH:6][C:3]([C:4]#[N:5])=[C:2]([F:1])[CH:9]=1. Run in C(C)(=O)OCC (ethyl acetate). Reported procedure: To a stirred solution of 2-fluoro-4-hydroxybenzonitrile (1.0 g, 7.3 mmol), (S)-3-hydroxy-2-methyl-propionic acid methyl ester (0.8 mL, 7.3 mmol) and triphenylphosphine (2.3 g, 8.8 mmol) at room temperature, diethyl azodicarboxylate (1.4 mL, 8.8 mmol) was added dropwise. The mixture was stirred at room temperature overnight, diluted with ethyl acetate and washed successively with dilute aqueous sodium hydroxide, dilute aqueous hydrochloric acid, brine, and dried (MgSO4). Solvents were stripped in...